This data is from the Open Reaction Database (ORD), a public repository of structured organic reaction records. The task is: describe an organic reaction: reactants, conditions, products, and yield Reactants: C1OC(C)(CCCOCCC=C(C)C)OC1 (2,2-ethylenedioxy-10-methyl-6-oxa-9-undecene), Cl (hydrochloric acid). Run in CC(=O)C (acetone). Run at time 17 hour. Yields the product CC(=CCCOCCCC(C)=O)C (10-methyl-6-oxa-9-undecene-2-one). Isolated yield 98.7%. As a reaction SMILES: C1CO[C:3]([CH2:5][CH2:6][CH2:7][O:8][CH2:9][CH2:10][CH:11]=[C:12]([CH3:14])[CH3:13])([CH3:4])[O:2]1.Cl>CC(C)=O>[CH3:13][C:12]([CH3:14])=[CH:11][CH2:10][CH2:9][O:8][CH2:7][CH2:6][CH2:5][C:3](=[O:2])[CH3:4]. Reported procedure: A suspension of 19.7 g of the product of Step A in 100 ml of acetone containing 200 ml of 0.1N hydrochloric acid was stirred at room temperature for 17 hours and the acetone was then evaporated under reduced pressure. The mixture was then extracted with methylene chloride and the organic solution was washed with aqueous sodium bicarbonate solution, then with water, dried over sodium sulfate and evaporated to dryness to obtain 15.7 g of 10-methyl-6-oxa-9-undecene-2-one in the form of a colorless ... Reactants: COCCOC, Clc1ccnc(Cl)n1, OB(O)c1ccc(C(F)(F)F)cc1, [K+], [K+], [K+], O, O=P([O-])([O-])[O-], c1ccc(P(c2ccccc2)(c2ccccc2)[Pd](P(c2ccccc2)(c2ccccc2)c2ccccc2)(P(c2ccccc2)(c2ccccc2)c2ccccc2)P(c2ccccc2)(c2ccccc2)c2ccccc2)cc1. Product: FC(F)(F)c1ccc(-c2ccnc(Cl)n2)cc1. RXN SMILES: [CH3:30][O:31][CH2:32][CH2:33][O:34][CH3:35].[Cl:1][c:2]1[n:3][cH:4][cH:5][c:6]([Cl:8])[n:7]1.[F:9][C:10]([c:11]1[cH:12][cH:13][c:14]([B:17]([OH:18])[OH:19])[cH:15][cH:16]1)([F:20])[F:21].[K+:27].[K+:28].[K+:29].[OH2:113].[P:22]([O-:23])([O-:24])([O-:25])=[O:26].[cH:36]1[cH:37][cH:38][c:39]([P:40]([Pd:41]([P:42]([c:43]2[cH:44][cH:45][cH:46][cH:47][cH:48]2)([c:49]2[cH:50][cH:51][cH:52][cH:53][cH:54]2)[c:55]2[cH:56][cH:57][cH:58][cH:59][cH:60]2)([P:61]([c:62]2[cH:63][cH:64][cH:65][cH:66][cH:67]2)([c:68]2[cH:69][cH:70][cH:71][cH:72][cH:73]2)[c:74]2[cH:75][cH:76][cH:77][cH:78][cH:79]2)[P:80]([c:81]2[cH:82][cH:83][cH:84][cH:85][cH:86]2)([c:87]2[cH:88][cH:89][cH:90][cH:91][cH:92]2)[c:93]2[cH:94][cH:95][cH:96][cH:97][cH:98]2)([c:99]2[cH:100][cH:101][cH:102][cH:103][cH:104]2)[c:105]2[cH:106][cH:107][cH:108][cH:109][cH:110]2)[cH:111][cH:112]1>>[Cl:1][c:2]1[n:3][cH:4][cH:5][c:6](-[c:14]2[cH:13][cH:12][c:11]([C:10]([F:9])([F:20])[F:21])[cH:16][cH:15]2)[n:7]1.